Dataset: the Open Reaction Database (ORD), a public repository of structured organic reaction records. Task: describe an organic reaction: reactants, conditions, products, and yield Starting materials: C[O-], CO, O=C(NC1CC1)c1cc(Cl)nc(Cl)c1, [Na+]. Yields the product COc1cc(C(=O)NC2CC2)cc(Cl)n1. RXN SMILES: [CH3:15][O-:16].[CH3:18][OH:19].[Cl:1][c:2]1[cH:3][c:4]([C:5](=[O:6])[NH:7][CH:8]2[CH2:9][CH2:10]2)[cH:11][c:12]([Cl:14])[n:13]1.[Na+:17]>>[Cl:1][c:2]1[cH:3][c:4]([C:5](=[O:6])[NH:7][CH:8]2[CH2:9][CH2:10]2)[cH:11][c:12]([O:16][CH3:15])[n:13]1. Reactants: C(C)(=O)C1=CC2=C(OC(=CO2)C(=O)OCC)C=C1 (ethyl 6-acetyl-1,4-benzodioxin-2-carboxylate). Reagents/catalysts: [Pd] (palladium on carbon). Run in C(C)(=O)O (acetic acid). The product is C(C)C1=CC2=C(OC(CO2)C(=O)OCC)C=C1 (Ethyl 6-ethyl-2,3-dihydro-1,4-benzodioxin-2-carboxylate). Isolated yield 70.0%. Reaction SMILES: [C:1]([C:4]1[CH:18]=[CH:17][C:7]2[O:8][C:9]([C:12]([O:14][CH2:15][CH3:16])=[O:13])=[CH:10][O:11][C:6]=2[CH:5]=1)(=O)[CH3:2]>C(O)(=O)C.[Pd]>[CH2:1]([C:4]1[CH:18]=[CH:17][C:7]2[O:8][CH:9]([C:12]([O:14][CH2:15][CH3:16])=[O:13])[CH2:10][O:11][C:6]=2[CH:5]=1)[CH3:2]. Reported procedure: Hydrogenate a solution of 3 g of ethyl 6-acetyl-1,4-benzodioxin-2-carboxylate in 15 cm3 of acetic acid under hydrogen pressure (50 psi) in the presence of 0.750 g of 5% palladium on carbon. The crude product obtained by concentrating to dryness is purified by chromatography on a silica column (eluant: petroleum ether/diethyl ether, 70:30). Ethyl 6-ethyl-2,3-dihydro-1,4-benzodioxin-2-carboxylate is thereby obtained in a yield of 70%. ##STR29##